Dataset: the Open Reaction Database (ORD), a public repository of structured organic reaction records. Task: describe an organic reaction: reactants, conditions, products, and yield Reactants: CCOC(=O)c1ccc2c(c1)C(=O)c1nc3ccccc3c(=O)n1-2, C[Si](C)(C)I, Cl, [Na+], [OH-]. The product is O=C(O)c1ccc2c(c1)C(=O)c1nc3ccccc3c(=O)n1-2. Reaction SMILES: [C:1](=[O:2])([O:3][CH2:4][CH3:5])[c:6]1[cH:7][c:8]2[c:20]([cH:21][cH:22]1)-[n:19]1[c:10]([n:11][c:12]3[cH:13][cH:14][cH:15][cH:16][c:17]3[c:18]1=[O:23])[C:9]2=[O:24].[CH3:26][Si:27]([I:28])([CH3:29])[CH3:30].[ClH:25].[Na+:32].[OH-:31]>>[C:1](=[O:2])([OH:3])[c:6]1[cH:7][c:8]2[c:20]([cH:21][cH:22]1)-[n:19]1[c:10]([n:11][c:12]3[cH:13][cH:14][cH:15][cH:16][c:17]3[c:18]1=[O:23])[C:9]2=[O:24]. The reactants are CC([O-])=S, CS(=O)(=O)OC1CN(c2nc(C#N)cs2)C1, CN(C)C=O, [K+]. Yields the product CC(=O)SC1CN(c2nc(C#N)cs2)C1. RXN SMILES: [C:17]([CH3:18])(=[S:19])[O-:20].[C:1](#[N:2])[c:3]1[n:4][c:5]([N:8]2[CH2:9][CH:10]([O:12][S:13]([CH3:14])(=[O:15])=[O:16])[CH2:11]2)[s:6][cH:7]1.[CH3:22][N:23]([CH3:24])[CH:25]=[O:26].[K+:21]>>[C:1](#[N:2])[c:3]1[n:4][c:5]([N:8]2[CH2:9][CH:10]([S:19][C:17]([CH3:18])=[O:20])[CH2:11]2)[s:6][cH:7]1.